The task is: describe an organic reaction: reactants, conditions, products, and yield. This data is from the Open Reaction Database (ORD), a public repository of structured organic reaction records. Reactants: Cl (hydrochloric acid), C(C)OCCC=1C=2N(C(=NC1C1=CC=CC=C1)N)N=CN2 (8-(2-ethoxyethyl)-7-phenyl[1,2,4]triazolo[1,5-c]pyrimidin-5-amine), N(=O)[O-].[Na+] (sodium nitrite). Solvent: O (water), O (water), O (water). Reaction conditions: time 0.5 hour. The product is ClC1=NC(=C(C=2N1N=CN2)CCOCC)C2=CC=CC=C2 (5-chloro-8-(2-ethoxyethyl)-7-phenyl[1,2,4]triazolo[1,5-c]pyrimidine). Reaction SMILES: [CH2:1]([O:3][CH2:4][CH2:5][C:6]1[C:7]2[N:8]([N:19]=[CH:20][N:21]=2)[C:9](N)=[N:10][C:11]=1[C:12]1[CH:17]=[CH:16][CH:15]=[CH:14][CH:13]=1)[CH3:2].N([O-])=O.[Na+].[ClH:26]>O>[Cl:26][C:9]1[N:8]2[N:19]=[CH:20][N:21]=[C:7]2[C:6]([CH2:5][CH2:4][O:3][CH2:1][CH3:2])=[C:11]([C:12]2[CH:17]=[CH:16][CH:15]=[CH:14][CH:13]=2)[N:10]=1 |f:1.2|. Procedure: A solution containing 100.8 g of 8-(2-ethoxyethyl)-7-phenyl[1,2,4]triazolo[1,5-c]pyrimidin-5-amine (0.36 moles) dissolved in 600 ml of concentrated hydrochloric acid and 420 ml. of water is cooled to 3° C. with constant stirring. To the cooled solution is added (below the surface of the solution) a mixture containing 54 g. of sodium nitrite (0.72 moles) in 75 ml of water over a period of fifteen minutes. The reaction mixture is stopped and stirred in an ice-bath for 0.5 hour and then stirred at ... Reactants: OCC=1OC=C(C(C1)=O)OCC1=CC=C(C=C1)OC (2-(hydroxymethyl)-5-[(4-methoxybenzyl)oxy]-4H-pyran-4-one), OCC=1OC=C(C(C1)=O)OCC1=CC=C(C=C1)OC (2-(hydroxymethyl)-5-[(4-methoxybenzyl)oxy]-4H-pyran-4-one), Cl.NO (hydroxylamine hydrochloride). Run in N1=CC=CC=C1 (pyridine). Conditions: temperature 85 celsius, time 12 hour. Product: ON1C(=CC(C(=C1)OCC1=CC=C(C=C1)OC)=O)CO (1-hydroxy-2-(hydroxymethyl)-5-[(4-methoxybenzyl)oxy]pyridin-4(1H)-one). Isolated yield 38.3%. Reaction SMILES: [OH:1][CH2:2][C:3]1O[CH:5]=[C:6]([O:10][CH2:11][C:12]2[CH:17]=[CH:16][C:15]([O:18][CH3:19])=[CH:14][CH:13]=2)[C:7](=[O:9])[CH:8]=1.Cl.[NH2:21][OH:22]>N1C=CC=CC=1>[OH:22][N:21]1[CH:5]=[C:6]([O:10][CH2:11][C:12]2[CH:17]=[CH:16][C:15]([O:18][CH3:19])=[CH:14][CH:13]=2)[C:7](=[O:9])[CH:8]=[C:3]1[CH2:2][OH:1] |f:1.2|. Procedure: To a stirred solution of 2-(hydroxymethyl)-5-[(4-methoxybenzyl)oxy]-4H-pyran-4-one (Intermediate 289, 101.7 g, 0.388 mol) in pyridine (1.35 L) was added hydroxylamine hydrochloride (134.7 g, 1.94 mol). The reaction mixture was heated at 85° C. for 4 hours, then evaporated to dryness and triturated with water (700 mL). The precipitate was collected by filtration and washed with water (250 mL). The solids were then stirred in isopropanol (100 mL) for 12 hours, collected by filtration and dried und... The reactants are FC1=C(C(=CC=C1)F)N1C(NCC2=C1N=C(N=C2C=2C=C(C(=O)NC)C=CC2C)S(=O)(=O)C)=O (3-[8-(2,6-difluorophenyl)-2-(methylsulfonyl)-7-oxo-5,6,7,8-tetrahydropyrimido[4,5-d]pyrimidin-4-yl]-N,4-dimethylbenzamide), NCCCN(CC)CC ((3-aminopropyl)diethylamine). The solvent is C1CCOC1 (THF). Conditions: time 24 hour. The product is [NH4+].[OH-] (NH4OH), C(C)N(CCCNC=1N=C(C2=C(N(C(NC2)=O)C2=C(C=CC=C2F)F)N1)C=1C=C(C(=O)NC)C=CC1C)CC (3-[2-{[3-(diethylamino)propyl]amino}-8-(2,6-difluorophenyl)-7-oxo-5,6,7,8-tetrahydropyrimido[4,5-d]pyrimidin-4-yl]-N,4-dimethylbenzamide). Reaction SMILES: [F:1][C:2]1[CH:7]=[CH:6][CH:5]=[C:4]([F:8])[C:3]=1[N:9]1[C:14]2[N:15]=[C:16](S(C)(=O)=O)[N:17]=[C:18]([C:19]3[CH:20]=[C:21]([CH:26]=[CH:27][C:28]=3[CH3:29])[C:22]([NH:24][CH3:25])=[O:23])[C:13]=2[CH2:12][NH:11][C:10]1=[O:34].[NH2:35][CH2:36][CH2:37][CH2:38][N:39]([CH2:42][CH3:43])[CH2:40][CH3:41]>C1COCC1>[NH4+:9].[OH-:23].[CH2:40]([N:39]([CH2:42][CH3:43])[CH2:38][CH2:37][CH2:36][NH:35][C:16]1[N:17]=[C:18]([C:19]2[CH:20]=[C:21]([CH:26]=[CH:27][C:28]=2[CH3:29])[C:22]([NH:24][CH3:25])=[O:23])[C:13]2[CH2:12][NH:11][C:10](=[O:34])[N:9]([C:3]3[C:2]([F:1])=[CH:7][CH:6]=[CH:5][C:4]=3[F:8])[C:14]=2[N:15]=1)[CH3:41] |f:3.4|. Reported procedure: 3-[8-(2,6-difluorophenyl)-2-(methylsulfonyl)-7-oxo-5,6,7,8-tetrahydropyrimido[4,5-d]pyrimidin-4-yl]-N,4-dimethylbenzamide (0.03 g, 0.062 mmol) was dissolved in THF (5 mL) and (3-aminopropyl)diethylamine (0.041 g, 0.31 mmol) was added. The reaction was stirred under argon for 24 h. The solvents were pumped off in vacuo, and the residue was flash chromatographed on silica gel (15 g) eluted with CH2Cl2 to 6:0.5:0.05, CH2Cl2:ethanol:NH4OH to give the title compound as a white amorphous solid. mp 133... Reactants: ClC(Cl)Cl, CN1CC(CCCl)Oc2ncccc2C1=O, Cl, S=P12SP3(=S)SP(=S)(S1)SP(=S)(S2)S3. Product: CN1CC(CCCl)Oc2ncccc2C1=S. RXN SMILES: [CH:32]([Cl:33])([Cl:34])[Cl:35].[Cl:2][CH2:3][CH2:4][CH:5]1[O:6][c:7]2[c:8]([cH:14][cH:15][cH:16][n:17]2)[C:9](=[O:13])[N:10]([CH3:12])[CH2:11]1.[ClH:1].[P:18]12(=[S:19])[S:20][P:21]3(=[S:31])[S:22][P:23](=[S:29])([S:24][P:25](=[S:28])([S:26]3)[S:27]1)[S:30]2>>[Cl:2][CH2:3][CH2:4][CH:5]1[O:6][c:7]2[c:8]([cH:14][cH:15][cH:16][n:17]2)[C:9](=[S:19])[N:10]([CH3:12])[CH2:11]1. Starting materials: CCC(=Cc1c(O)cc(C(C)(C)C)c(OC(C)=O)c1C(C)(C)C)CC, ClCCl, O. The product is CCC1(CC)Cc2c(cc(C(C)(C)C)c(OC(C)=O)c2C(C)(C)C)O1. As a reaction SMILES: [C:1]([CH3:2])(=[O:3])[O:4][c:5]1[c:6]([C:22]([CH3:23])([CH3:24])[CH3:25])[c:7]([CH:16]=[C:17]([CH2:18][CH3:19])[CH2:20][CH3:21])[c:8]([OH:15])[cH:9][c:10]1[C:11]([CH3:12])([CH3:13])[CH3:14].[Cl:27][CH2:28][Cl:29].[OH2:26]>>[C:1]([CH3:2])(=[O:3])[O:4][c:5]1[c:6]([C:22]([CH3:23])([CH3:24])[CH3:25])[c:7]2[c:8]([cH:9][c:10]1[C:11]([CH3:12])([CH3:13])[CH3:14])[O:15][C:17]([CH2:18][CH3:19])([CH2:20][CH3:21])[CH2:16]2. Reactants: C(C)(C)(C)OC(=O)N1CC2=CC=C(C=C2C1)CC(F)(F)F (5-(2,2,2-trifluoro-ethyl)-1,3-dihydro-isoindole-2-carboxylic acid tert-butyl Ester), Cl (hydrochloric acid). Product: Cl.FC(CC=1C=C2CNCC2=CC1)(F)F (5-(2,2,2-Trifluoro-ethyl)-2,3-dihydro-1H-isoindole hydrochloride). As a reaction SMILES: C(OC([N:8]1[CH2:16][C:15]2[C:10](=[CH:11][CH:12]=[C:13]([CH2:17][C:18]([F:21])([F:20])[F:19])[CH:14]=2)[CH2:9]1)=O)(C)(C)C.[ClH:22]>>[ClH:22].[F:21][C:18]([F:19])([F:20])[CH2:17][C:13]1[CH:14]=[C:15]2[C:10](=[CH:11][CH:12]=1)[CH2:9][NH:8][CH2:16]2 |f:2.3|. Procedure: Prepared in analogy to Example A3(e) from 5-(2,2,2-trifluoro-ethyl)-1,3-dihydro-isoindole-2-carboxylic acid tert-butyl Ester and hydrochloric acid. Off-white solid. MS (m/e): 202.4 ([M+H]+, 100%).